Dataset: the Open Reaction Database (ORD), a public repository of structured organic reaction records. Task: describe an organic reaction: reactants, conditions, products, and yield Reaction SMILES: [CH2:1]([Cl:2])[CH2:3][Cl:4].[CH2:61]([Cl:62])[Cl:63].[CH3:55][CH2:56][O:57][C:58]([CH3:59])=[O:60].[CH:46]([N:47]([CH:48]([CH3:49])[CH3:50])[CH2:51][CH3:52])([CH3:53])[CH3:54].[NH2:24][CH2:25][C:26]1=[CH:27][C:28]([CH3:44])([CH3:45])[NH:29][c:30]2[cH:31][cH:32][c:33](-[c:36]3[c:37]([O:42][CH3:43])[cH:38][cH:39][cH:40][cH:41]3)[cH:34][c:35]21.[OH:15][C:16](=[O:17])[c:18]1[cH:19][cH:20][cH:21][cH:22][cH:23]1.[OH:5][n:6]1[c:7]2[c:8]([cH:9][cH:10][cH:11][cH:12]2)[n:13][n:14]1>>[C:16](=[O:17])([c:18]1[cH:19][cH:20][cH:21][cH:22][cH:23]1)[NH:24][CH2:25][C:26]1=[CH:27][C:28]([CH3:44])([CH3:45])[NH:29][c:30]2[cH:31][cH:32][c:33](-[c:36]3[c:37]([O:42][CH3:43])[cH:38][cH:39][cH:40][cH:41]3)[cH:34][c:35]21. Starting materials: ClCCCl, ClCCl, CCOC(C)=O, CCN(C(C)C)C(C)C, COc1ccccc1-c1ccc2c(c1)C(CN)=CC(C)(C)N2, O=C(O)c1ccccc1, On1nnc2ccccc21. Product: COc1ccccc1-c1ccc2c(c1)C(CNC(=O)c1ccccc1)=CC(C)(C)N2.